From a dataset of the Open Reaction Database (ORD), a public repository of structured organic reaction records. describe an organic reaction: reactants, conditions, products, and yield Reactants: C(C)OC(=O)C=1C=NN(C1C(F)(F)F)C1=CC=CC(=N1)C1=C(OCC2=CC=C(C=C2)C=2CCN(CC2)C(=O)OC(C)(C)C)C=CC(=C1)C (tert-Butyl 4-(4-((2-(6-(4-(ethoxycarbonyl)-5-(trifluoromethyl)-1H-pyrazol-1-yl)pyridin-2-yl)-4-methylphenoxy)methyl)phenyl)-3,6-dihydropyridine-1 (2H)-carboxylate), [H][H] (hydrogen). Reagents/catalysts: [Pt](=O)=O (platinum(IV) oxide). Run in CCOC(=O)C (EtOAc). Reaction conditions: time 40 minute. The product is C(C)OC(=O)C=1C=NN(C1C(F)(F)F)C1=CC=CC(=N1)C1=C(OCC2=CC=C(C=C2)C2CCN(CC2)C(=O)OC(C)(C)C)C=CC(=C1)C (tert-Butyl 4-(4-((2-(6-(4-(ethoxycarbonyl)-5-(trifluoromethyl)-1H-pyrazol-1-yl)pyridin-2-yl)-4-methylphenoxy)methyl)phenyl)piperidine-1-carboxylate). RXN SMILES: [CH2:1]([O:3][C:4]([C:6]1[CH:7]=[N:8][N:9]([C:15]2[N:20]=[C:19]([C:21]3[CH:47]=[C:46]([CH3:48])[CH:45]=[CH:44][C:22]=3[O:23][CH2:24][C:25]3[CH:30]=[CH:29][C:28]([C:31]4[CH2:32][CH2:33][N:34]([C:37]([O:39][C:40]([CH3:43])([CH3:42])[CH3:41])=[O:38])[CH2:35][CH:36]=4)=[CH:27][CH:26]=3)[CH:18]=[CH:17][CH:16]=2)[C:10]=1[C:11]([F:14])([F:13])[F:12])=[O:5])[CH3:2].[H][H]>CCOC(C)=O.[Pt](=O)=O>[CH2:1]([O:3][C:4]([C:6]1[CH:7]=[N:8][N:9]([C:15]2[N:20]=[C:19]([C:21]3[CH:47]=[C:46]([CH3:48])[CH:45]=[CH:44][C:22]=3[O:23][CH2:24][C:25]3[CH:30]=[CH:29][C:28]([CH:31]4[CH2:36][CH2:35][N:34]([C:37]([O:39][C:40]([CH3:42])([CH3:43])[CH3:41])=[O:38])[CH2:33][CH2:32]4)=[CH:27][CH:26]=3)[CH:18]=[CH:17][CH:16]=2)[C:10]=1[C:11]([F:14])([F:13])[F:12])=[O:5])[CH3:2]. Procedure: To a degassed solution of the title compound from Example 12 Step D (365 mg, 0.551 mmol) in EtOAc (10 mL) was added platinum(IV) oxide (125 mg). The reaction flask was fitted with a hydrogen balloon attached to a 3-way adapter. The reaction mixture was then evacuated and back-filled with hydrogen. After this process was repeated three times, the reaction mixture was placed under a hydrogen atmosphere, and was stirred vigorously. After 40 min, the reaction mixture was filtered though Celite, rins... Starting materials: Cl.C(CCC)C1=CC=C(C=C1)C(C(C)NC1CCCCC1)=O (4'-n-Butyl-2-cyclohexylaminopropiophenone hydrochloride), [O-]C#N.[K+] (potassium cyanate), Cl (hydrochloride). Solvent: O (water), O (water). The product is C(CCC)C1=CC=C(C=C1)C=1NC(N(C1C)C1CCCCC1)=O (4-(4'-n-Butylphenyl)-1-cyclohexyl-5-methyl-4-imidazolin-2-one). Reaction SMILES: Cl.[CH2:2]([C:6]1[CH:11]=[CH:10][C:9]([C:12](=O)[CH:13]([NH:15][CH:16]2[CH2:21][CH2:20][CH2:19][CH2:18][CH2:17]2)[CH3:14])=[CH:8][CH:7]=1)[CH2:3][CH2:4][CH3:5].[O-:23][C:24]#[N:25].[K+].Cl>O>[CH2:2]([C:6]1[CH:11]=[CH:10][C:9]([C:12]2[NH:25][C:24](=[O:23])[N:15]([CH:16]3[CH2:21][CH2:20][CH2:19][CH2:18][CH2:17]3)[C:13]=2[CH3:14])=[CH:8][CH:7]=1)[CH2:3][CH2:4][CH3:5] |f:0.1,2.3|. Reported procedure: 4'-n-Butyl-2-cyclohexylaminopropiophenone hydrochloride (1768 mg, 5.5 mmol) was suspended in water (30 ml), and potassium cyanate (914 mg, 11.3 mmol) in water (10 ml) was added thereto. The aqueous mixture was heated under reflux for one hour under nitrogen atomosphere, added with conc. hydrochloride (2 ml), and heated under reflux an additional one hour. The reaction mixture was extracted with dichloromethane, and the extract was washed with 10% hydrochloride, and dried over anhydrous magnesium...